From a dataset of the Open Reaction Database (ORD), a public repository of structured organic reaction records. describe an organic reaction: reactants, conditions, products, and yield The reactants are CNC (Dimethylamine), BrC1=C(CBr)C=CC=C1 (2-bromobenzylbromide). Run in CO (methanol). Reaction conditions: time 30 minute. The product is BrC1=C(CN(C)C)C=CC=C1 (2-Bromo-(N,N-dimethyl)benzylamine). Reaction SMILES: [CH3:1][NH:2][CH3:3].[Br:4][C:5]1[CH:12]=[CH:11][CH:10]=[CH:9][C:6]=1[CH2:7]Br>CO>[Br:4][C:5]1[CH:12]=[CH:11][CH:10]=[CH:9][C:6]=1[CH2:7][N:2]([CH3:3])[CH3:1]. Procedure: Dimethylamine (33% w/w in methanol) (25 ml) was added to 2-bromobenzylbromide (7.5 g 30 mmol) at 0° C. in methanol (35 ml), and the solution stirred for 30 min., evaporated, diluted with water and extracted twice with diethyl ether. The combined extracts were dried over sodium sulphate and evaporated to give product as a yellow oil (6.0 g). M+ 215/213; 360 MHz 1H n.m.r (CDCl3) 7.54 (1H, dd, J 1.2, 8.0 Hz), 7.42 (1H, dd, J 1.6, 7.6 Hz), 7.30-7.26 (1H, m), 7.11 (1H, dt, J 1.7, 7.7 Hz), 3.52 (2H, s... The reactants are CC(=O)OC(C)=O, O=CO, Nc1cc([N+](=O)[O-])cc([N+](=O)[O-])c1, O. The product is O=CNc1cc([N+](=O)[O-])cc([N+](=O)[O-])c1. RXN SMILES: [CH3:1][C:2]([O:3][C:5]([CH3:4])=[O:7])=[O:6].[CH:8]([OH:9])=[O:10].[N+:11](=[O:12])([O-:13])[c:14]1[cH:15][c:16]([NH2:17])[cH:18][c:19]([N+:21](=[O:22])[O-:23])[cH:20]1.[OH2:24]>>[CH:5](=[O:7])[NH:17][c:16]1[cH:15][c:14]([N+:11](=[O:12])[O-:13])[cH:20][c:19]([N+:21](=[O:22])[O-:23])[cH:18]1. The reactants are CCOC(CBr)OCC, NC1CCC1, [Na+], [OH-]. Yields the product CCOC(CNC1CCC1)OCC. As a reaction SMILES: [Br:1][CH2:2][CH:3]([O:4][CH2:5][CH3:6])[O:7][CH2:8][CH3:9].[CH:10]1([NH2:14])[CH2:11][CH2:12][CH2:13]1.[Na+:16].[OH-:15]>>[CH2:2]([CH:3]([O:4][CH2:5][CH3:6])[O:7][CH2:8][CH3:9])[NH:14][CH:10]1[CH2:11][CH2:12][CH2:13]1. The yield is 17.9%. Solvent: COCCOC (1,2-dimethoxyethan). Product: NC=1C=2N(C=C(C1)C(=O)OCC)C(=C(N2)C)C (ethyl 8-amino-2,3-dimethylimidazo[1,2-a]pyridine-6-carboxylate). As a reaction SMILES: [NH2:1][C:2]1[C:3]([NH2:13])=[N:4][CH:5]=[C:6]([CH:12]=1)[C:7]([O:9][CH2:10][CH3:11])=[O:8].Br[CH:15]([CH3:19])[C:16](=O)[CH3:17]>COCCOC>[NH2:1][C:2]1[C:3]2[N:4]([C:15]([CH3:19])=[C:16]([CH3:17])[N:13]=2)[CH:5]=[C:6]([C:7]([O:9][CH2:10][CH3:11])=[O:8])[CH:12]=1. Starting materials: NC=1C(=NC=C(C(=O)OCC)C1)N (Ethyl 5,6-diaminonicotinate), BrC(C(C)=O)C (3-bromo-2-butanon). Reported procedure: Ethyl 5,6-diaminonicotinate (1.4 g, 7.7 mmol) and 3-bromo-2-butanon (1.16 g, 7.2 mmol) were added to 1,2-dimethoxyethan (50 ml) and refluxed for 20 h. The solvent was evaporated under reduced pressure and the residue was dissolved in methylene chloride. The methylene chloride solution was washed with saturated sodium bicarbonate and dried (Na2SO4). The solvent was evaporated under reduced pressure and the residue was purified by column chromatography on silica gel using methylene chloride:methan... Reactants: C(C1=CC=CC=C1)OC(CCC(=O)O)=O (succinic acid mono-benzyl ester), N[C@@H](CC(=O)O)CC1=CC=C(C=C1)C1=CC(=CC=C1)Cl ((R)-3-amino-4-(3′-chlorobiphenyl-4-yl)butanoic acid), CCN(C(C)C)C(C)C (DIPEA), CCN=C=NCCCN(C)C (EDCI), C1=CC2=C(N=C1)N(N=N2)O (HOAt). Solvent: O (water), CN(C)C=O (DMF), O (H2O), CN(C)C=O (DMF). Conditions: time 1 hour. Yields the product C(C1=CC=CC=C1)OC(CCC(=O)N[C@@H](CC(=O)O)CC1=CC=C(C=C1)C1=CC(=CC=C1)Cl)=O ((R)-3-(4-(benzyloxy)-4-oxobutanamido)-4-(3′-chlorobiphenyl-4-yl)butanoic acid). Yield: 38.7%. As a reaction SMILES: [CH2:1]([O:8][C:9](=[O:15])[CH2:10][CH2:11][C:12]([OH:14])=O)[C:2]1[CH:7]=[CH:6][CH:5]=[CH:4][CH:3]=1.CCN=C=NCCCN(C)C.C1C=NC2N(O)N=NC=2C=1.[NH2:37][C@H:38]([CH2:43][C:44]1[CH:49]=[CH:48][C:47]([C:50]2[CH:55]=[CH:54][CH:53]=[C:52]([Cl:56])[CH:51]=2)=[CH:46][CH:45]=1)[CH2:39][C:40]([OH:42])=[O:41].CCN(C(C)C)C(C)C>CN(C=O)C.O>[CH2:1]([O:8][C:9](=[O:15])[CH2:10][CH2:11][C:12]([NH:37][C@H:38]([CH2:43][C:44]1[CH:49]=[CH:48][C:47]([C:50]2[CH:55]=[CH:54][CH:53]=[C:52]([Cl:56])[CH:51]=2)=[CH:46][CH:45]=1)[CH2:39][C:40]([OH:42])=[O:41])=[O:14])[C:2]1[CH:3]=[CH:4][CH:5]=[CH:6][CH:7]=1. Procedure: A solution of succinic acid mono-benzyl ester (71.1 mg, 0.342 mmol), EDCI (65.5 mg, 0.342 mmol) and HOAt (46.5 mg, 0.342 mmol) in DMF (1 ml), which is allowed to stir at room temperature for 1 hour, is added to a solution of (R)-3-amino-4-(3′-chlorobiphenyl-4-yl)butanoic acid (66 mg, 0.228 mmol) and DIPEA (0.080 ml, 0.456 mmol) in a mixed solvent DMF (2 ml) and water (2 ml). The reaction mixture is allowed to stir for 3 hours, and then diluted with H2O. The products are extracted twice with EtOA...